Dataset: the Open Reaction Database (ORD), a public repository of structured organic reaction records. Task: describe an organic reaction: reactants, conditions, products, and yield Reactants: CCOC(=O)Cc1ccc(S)cc1, CC#N, CCOCCl, Cl, O, c1ccncc1. Product: CCOCSc1ccc(CC(=O)OCC)cc1. Reaction SMILES: [CH2:1]([CH3:2])[O:3][C:4]([CH2:5][c:6]1[cH:7][cH:8][c:9]([SH:12])[cH:10][cH:11]1)=[O:13].[CH3:26][C:27]#[N:28].[Cl:20][CH2:21][O:22][CH2:23][CH3:24].[ClH:25].[OH2:29].[cH:14]1[cH:15][cH:16][n:17][cH:18][cH:19]1>>[CH2:1]([CH3:2])[O:3][C:4]([CH2:5][c:6]1[cH:7][cH:8][c:9]([S:12][CH2:21][O:22][CH2:23][CH3:24])[cH:10][cH:11]1)=[O:13]. Reactants: BrC1=C(CNC(OC(C)(C)C)=O)C=CC=C1 (tert-butyl (2-bromobenzyl)carbamate), CC1(OB(OC1(C)C)/C=C/C(=O)OCC)C (ethyl (2E)-3-(4,4,5,5-tetramethyl-1,3,2-dioxaborolan-2-yl)acrylate), dicyclohexyl(2′,6′-dimethoxybiophenyl-2-yl)phosphine, P(=O)([O-])([O-])[O-].[K+].[K+].[K+] (potassium phosphate), C1(=CC=CC=C1)C (toluene). The reagents and catalysts are C(C)(=O)[O-].[Pd+2].C(C)(=O)[O-] (palladium acetate). Run in CCOCC (ether). Conditions: temperature 100 celsius, time 5 day. Yields the product C(C)(C)(C)OC(=O)NCC1=C(C=CC=C1)/C=C/C(=O)OCC (ethyl (2E)-3-(2-{[(tert-butoxycarbonyl)amino]methyl}phenyl)acrylate). Isolated yield 38.6%. Reaction SMILES: Br[C:2]1[CH:16]=[CH:15][CH:14]=[CH:13][C:3]=1[CH2:4][NH:5][C:6](=[O:12])[O:7][C:8]([CH3:11])([CH3:10])[CH3:9].CC1(C)C(C)(C)OB(/[CH:25]=[CH:26]/[C:27]([O:29][CH2:30][CH3:31])=[O:28])O1.P([O-])([O-])([O-])=O.[K+].[K+].[K+].C1(C)C=CC=CC=1>C([O-])(=O)C.[Pd+2].C([O-])(=O)C.CCOCC>[C:8]([O:7][C:6]([NH:5][CH2:4][C:3]1[CH:13]=[CH:14][CH:15]=[CH:16][C:2]=1/[CH:25]=[CH:26]/[C:27]([O:29][CH2:30][CH3:31])=[O:28])=[O:12])([CH3:11])([CH3:10])[CH3:9] |f:2.3.4.5,7.8.9|. Reported procedure: A mixture of 1 g of tert-butyl (2-bromobenzyl)carbamate, 1.12 g of ethyl (2E)-3-(4,4,5,5-tetramethyl-1,3,2-dioxaborolan-2-yl)acrylate, 16 mg of palladium acetate, 72 mg of dicyclohexyl(2′,6′-dimethoxybiophenyl-2-yl)phosphine, 1.5 g of potassium phosphate, and 20 mL of toluene was stirred at 100° C. for 5 days. To the reaction mixture was added ether, followed by filtration through silica gel. The filtrate was concentrated under reduced pressure and the obtained residue was purified by silica gel... Starting materials: C(O)([O-])=O.[Na+] (sodium hydrogen carbonate), C1(CC1)CC1(CC=C(CC1)SCC1CC1)C#N (1-cyclopropylmethyl-4-cyclopropylmethylsulfanylcyclohex-3-enecarbonitrile), OOS(=O)[O-].[K+] (oxone), CC(=O)C (acetone). The solvent is O (water), O (water). Product: C1(CC1)CS(=O)(=O)C1=CCC(CC1)(C#N)CC1CC1 (4-Cyclopropylmethanesulfonyl-1-cyclopropylmethylcyclohex-3-enecarbonitrile). The yield is 93.0%. As a reaction SMILES: [CH:1]1([CH2:4][C:5]2([C:16]#[N:17])[CH2:10][CH2:9][C:8](SCC3CC3)=[CH:7][CH2:6]2)[CH2:3][CH2:2]1.O[O:19][S:20]([O-:22])=O.[K+].[C:24](=O)([O-])O.[Na+].[CH3:29][C:30]([CH3:32])=O>O>[CH:30]1([CH2:32][S:20]([C:8]2[CH2:9][CH2:10][C:5]([CH2:4][CH:1]3[CH2:3][CH2:2]3)([C:16]#[N:17])[CH2:6][CH:7]=2)(=[O:22])=[O:19])[CH2:24][CH2:29]1 |f:1.2,3.4|. Procedure details: A solution of 1-cyclopropylmethyl-4-cyclopropylmethylsulfanylcyclohex-3-enecarbonitrile (10.7 g, 43.1 mmol) in acetone (200 ml) was treated with a solution of oxone (79.4 g, 129 mmol) in water (300 ml) and the mixture heated under reflux for 1 h. The mixture was allowed to cool to ambient temperature and the pH of the mixture adjusted to 7 by the addition of saturated sodium hydrogen carbonate solution. The mixture was diluted with water (200 ml) and extracted with ethyl acetate (2×400 ml). The ... The reactants are CC(C)(C)[O-], COc1ccc[nH]c1=O, CS(C)=O, O=[N+]([O-])c1ccc(F)c(Cl)c1, Cl, [K+]. Yields the product COc1cccn(-c2ccc([N+](=O)[O-])cc2Cl)c1=O. As a reaction SMILES: [CH3:10][C:11]([CH3:12])([O-:13])[CH3:14].[CH3:1][O:2][c:3]1[c:4](=[O:9])[nH:5][cH:6][cH:7][cH:8]1.[CH3:28][S:29](=[O:30])[CH3:31].[Cl:16][c:17]1[cH:18][c:19]([N+:24](=[O:25])[O-:26])[cH:20][cH:21][c:22]1[F:23].[ClH:27].[K+:15]>>[CH3:1][O:2][c:3]1[c:4](=[O:9])[n:5](-[c:22]2[c:17]([Cl:16])[cH:18][c:19]([N+:24](=[O:25])[O-:26])[cH:20][cH:21]2)[cH:6][cH:7][cH:8]1. The reactants are C(=O)C(CCCC)NC([C@@H](NC(=O)OCC1=CC=CC=C1)CC(C)C)=O (N-benzyloxycarbonyl-L-leucine-(1-formyl)pentylamide), C(CCS)S (1,3-propanedithiol), B(F)(F)F.CCOCC (boron trifluoride ethyl etherate). Run in C(Cl)Cl (methylene chloride). Yields the product S1C(SCCC1)C(CCCC)NC([C@@H](NC(=O)OCC1=CC=CC=C1)CC(C)C)=O (N-Benzyloxycarbonyl-L-leucine-[1-(1,3-dithian-2-yl)]pentylamide). Isolated yield 72.1%. RXN SMILES: [CH:1]([CH:3]([NH:8][C:9](=[O:26])[C@H:10]([CH2:22][CH:23]([CH3:25])[CH3:24])[NH:11][C:12]([O:14][CH2:15][C:16]1[CH:21]=[CH:20][CH:19]=[CH:18][CH:17]=1)=[O:13])[CH2:4][CH2:5][CH2:6][CH3:7])=O.[CH2:27]([SH:31])[CH2:28][CH2:29][SH:30].B(F)(F)F.CCOCC>C(Cl)Cl>[S:30]1[CH2:29][CH2:28][CH2:27][S:31][CH:1]1[CH:3]([NH:8][C:9](=[O:26])[C@H:10]([CH2:22][CH:23]([CH3:25])[CH3:24])[NH:11][C:12]([O:14][CH2:15][C:16]1[CH:21]=[CH:20][CH:19]=[CH:18][CH:17]=1)=[O:13])[CH2:4][CH2:5][CH2:6][CH3:7] |f:2.3|. Procedure details: In 20 ml of anhydrous methylene chloride was dissolved 1.0 g of N-benzyloxycarbonyl-L-leucine-(1-formyl)pentylamide obtained in the same manner as in Example 4-(b), and 300 mg of 1,3-propanedithiol and 0.8 ml of boron trifluoride ethyl etherate were added thereto. The mixture was allowed to react at room temperature for 12 hours. After completion of the reaction, the solvent was removed by distillation under reduced pressure, and the residue was purified by medium-pressure column chromatography ... The reactants are COCN(c1cc(Cl)cnc1Br)S(=O)(=O)c1ccc(Cl)c(C(F)(F)F)c1, C1CCOC1, CC(C)[Mg+], [Cl-], CN(C)C=O. The product is COCN(c1cc(Cl)cnc1C=O)S(=O)(=O)c1ccc(Cl)c(C(F)(F)F)c1. As a reaction SMILES: [Br:1][c:2]1[n:3][cH:4][c:5]([Cl:26])[cH:6][c:7]1[N:8]([S:9](=[O:10])(=[O:11])[c:12]1[cH:13][c:14]([C:19]([F:20])([F:21])[F:22])[c:15]([Cl:18])[cH:16][cH:17]1)[CH2:23][O:24][CH3:25].[CH2:37]1[O:38][CH2:39][CH2:40][CH2:41]1.[CH:28]([Mg+:29])([CH3:30])[CH3:31].[Cl-:27].[O:32]=[CH:33][N:34]([CH3:35])[CH3:36]>>[c:2]1([CH:33]=[O:32])[n:3][cH:4][c:5]([Cl:26])[cH:6][c:7]1[N:8]([S:9](=[O:10])(=[O:11])[c:12]1[cH:13][c:14]([C:19]([F:20])([F:21])[F:22])[c:15]([Cl:18])[cH:16][cH:17]1)[CH2:23][O:24][CH3:25]. Reactants: O=CO, CC1CN(c2ccc(Cl)c(Cl)c2)N=C1NC=O, NC1=NN(c2ccc(Cl)cc2)C(c2ccc(Cl)cc2)C1, O. The product is O=CNC1=NN(c2ccc(Cl)cc2)C(c2ccc(Cl)cc2)C1. RXN SMILES: [CH:21](=[O:22])[OH:23].[Cl:24][c:25]1[cH:26][c:27]([N:28]2[CH2:29][CH:30]([CH3:31])[C:32]([NH:33][CH:34]=[O:35])=[N:36]2)[cH:37][cH:38][c:39]1[Cl:40].[NH2:1][C:2]1=[N:3][N:4]([c:14]2[cH:15][cH:16][c:17]([Cl:20])[cH:18][cH:19]2)[CH:5]([c:7]2[cH:8][cH:9][c:10]([Cl:13])[cH:11][cH:12]2)[CH2:6]1.[OH2:41]>>[NH:1]([C:2]1=[N:3][N:4]([c:14]2[cH:15][cH:16][c:17]([Cl:20])[cH:18][cH:19]2)[CH:5]([c:7]2[cH:8][cH:9][c:10]([Cl:13])[cH:11][cH:12]2)[CH2:6]1)[CH:21]=[O:22]. The reactants are CCCCCCBr, CC(C)(C)[O-], CCOC(C)=O, CS(C)=O, CCCCCCCc1ccc(-c2cnc(-c3ccc(O)c(F)c3)nc2)cc1, [K+], O. Product: CCCCCCCc1ccc(-c2cnc(-c3ccc(OCCCCCC)c(F)c3)nc2)cc1. RXN SMILES: [CH2:34]([CH2:35][CH2:36][CH2:37][CH2:38][CH3:39])[Br:40].[CH3:28][C:29]([CH3:30])([O-:31])[CH3:32].[CH3:41][CH2:42][O:43][C:44](=[O:45])[CH3:46].[CH3:47][S:48](=[O:49])[CH3:50].[F:1][c:2]1[cH:3][c:4](-[c:9]2[n:10][cH:11][c:12](-[c:15]3[cH:16][cH:17][c:18]([CH2:21][CH2:22][CH2:23][CH2:24][CH2:25][CH2:26][CH3:27])[cH:19][cH:20]3)[cH:13][n:14]2)[cH:5][cH:6][c:7]1[OH:8].[K+:33].[OH2:51]>>[F:1][c:2]1[cH:3][c:4](-[c:9]2[n:10][cH:11][c:12](-[c:15]3[cH:16][cH:17][c:18]([CH2:21][CH2:22][CH2:23][CH2:24][CH2:25][CH2:26][CH3:27])[cH:19][cH:20]3)[cH:13][n:14]2)[cH:5][cH:6][c:7]1[O:8][CH2:34][CH2:35][CH2:36][CH2:37][CH2:38][CH3:39]. Reactants: C1COCCN1, ClCCl, COC(=O)CC(=O)CCl, Cl, O. Product: COC(=O)CC(=O)CN1CCOCC1. RXN SMILES: [CH2:1]1[CH2:2][O:3][CH2:4][CH2:5][NH:6]1.[Cl:18][CH2:19][Cl:20].[Cl:7][CH2:8][C:9]([CH2:10][C:11](=[O:12])[O:13][CH3:14])=[O:15].[ClH:17].[OH2:16]>>[CH2:1]1[CH2:2][O:3][CH2:4][CH2:5][N:6]1[CH2:8][C:9]([CH2:10][C:11](=[O:12])[O:13][CH3:14])=[O:15]. The reactants are O (Water), C(C)(=O)OC(C)=O (Acetic anhydride), S1C(=CC=C1)C1(CO)CC=CC=C1 (1-(2-thienyl)benzyl alcohol), resultant solution. Run in N1=CC=CC=C1 (pyridine). Reaction conditions: time 2 hour. Yields the product C(C)(=O)OCC1(CC=CC=C1)C=1SC=CC1 (1-(2-thienyl)benzyl acetate). Reaction SMILES: [C:1](OC(=O)C)(=[O:3])[CH3:2].[S:8]1[CH:12]=[CH:11][CH:10]=[C:9]1[C:13]1([CH:20]=[CH:19][CH:18]=[CH:17][CH2:16]1)[CH2:14][OH:15].O>N1C=CC=CC=1>[C:1]([O:15][CH2:14][C:13]1([C:9]2[S:8][CH:12]=[CH:11][CH:10]=2)[CH:16]=[CH:17][CH:18]=[CH:19][CH2:20]1)(=[O:3])[CH3:2]. Procedure: Acetic anhydride (5 ml) was added to a solution of 1-(2-thienyl)benzyl alcohol in pyridine. The resultant solution was stirred at 70° C. for 3h. Water (50 ml) was added and the reaction mixture was stirred at room temperature for 2h. This was extracted with ethyl acetate (2×50 ml) and the combined organic layers dried over anhydrous MgSO4. Removal of the solvent gave crude product, which was purified by passing through silica gel using 3:1 hexane/ethyl acetate mixture to give 1-(2-thienyl)benzyl...